This data is from the Open Reaction Database (ORD), a public repository of structured organic reaction records. The task is: describe an organic reaction: reactants, conditions, products, and yield Reactants: C(OC(C)(C)C)(OC1=CC(=C(C=C1)C(C)(C)C)OCCOC)=O (tert-butyl 4-tert-butyl-3-(2-methoxyethoxy)phenyl carbonate), FC(C(=O)O)(F)F (trifluoroacetic acid). The solvent is C(Cl)Cl (methylene dichloride). Reaction conditions: time 1 hour. The product is C(C)(C)(C)C1=C(C=C(C=C1)O)OCCOC (4-tert-Butyl-3-(2-methoxyethoxy)phenol). The yield is 59.4%. As a reaction SMILES: C(=O)([O:7][C:8]1[CH:13]=[CH:12][C:11]([C:14]([CH3:17])([CH3:16])[CH3:15])=[C:10]([O:18][CH2:19][CH2:20][O:21][CH3:22])[CH:9]=1)OC(C)(C)C.FC(F)(F)C(O)=O>C(Cl)Cl>[C:14]([C:11]1[CH:12]=[CH:13][C:8]([OH:7])=[CH:9][C:10]=1[O:18][CH2:19][CH2:20][O:21][CH3:22])([CH3:17])([CH3:15])[CH3:16]. Procedure details: To a methylene dichloride (3 ml) solution of tert-butyl 4-tert-butyl-3-(2-methoxyethoxy)phenyl carbonate (792 mg, 2.4 mmol) was added trifluoroacetic acid (TFA) (3 ml) and the mixture was stirred for 1 hour at ambient temperature. The solvent was removed under reduced pressure to give a residue, which was applied to a silica gel chromatography column and eluted with ethyl acetate/hexane=⅓ to furnish 0.32 g (59% yield) of the title compound as a white solid. The reactants are Cc1ccc(Br)cc1N, Cl, O=N[O-], [Na+], [Na+], [OH-], O. Product: Cc1ccc(Br)cc1NN, Cl. As a reaction SMILES: [Br:1][c:2]1[cH:3][cH:4][c:5]([CH3:9])[c:6]([NH2:7])[cH:8]1.[ClH:16].[N:10]([O-:11])=[O:12].[Na+:13].[Na+:15].[OH-:14].[OH2:17]>>[Br:1][c:2]1[cH:3][cH:4][c:5]([CH3:9])[c:6]([NH:7][NH2:10])[cH:8]1.[ClH:16]. Reactants: C(C)(C)(C)OC(=O)N(CCC1=NC(=NN1CC1=CC=CC=C1)C1=CC=CC=C1)C(=O)OC(C)(C)C (5-[2-bis(tert-butoxycarbonyl)aminoethyl]-1-benzyl-3-phenyl-[1,2,4]triazole), C(C1=CC=CC=C1)N1N=C(N=C1CCNC(OC(C)(C)C)=O)C1=CC=CC=C1 (tert-butyl 2-(1-benzyl-3-phenyl-1H-1,2,4-triazol-5-yl)ethylcarbamate), Cl (HCl). Product: Cl.C(C1=CC=CC=C1)N1N=C(N=C1CCN)C1=CC=CC=C1 (2-(1-benzyl-3-phenyl-1H-1,2,4-triazol-5-yl)ethanamine hydrochloride). RXN SMILES: C(OC([N:8](C(OC(C)(C)C)=O)[CH2:9][CH2:10][C:11]1[N:15]([CH2:16][C:17]2[CH:22]=[CH:21][CH:20]=[CH:19][CH:18]=2)[N:14]=[C:13]([C:23]2[CH:28]=[CH:27][CH:26]=[CH:25][CH:24]=2)[N:12]=1)=O)(C)(C)C.C(N1C(CCNC(=O)OC(C)(C)C)=NC(C2C=CC=CC=2)=N1)C1C=CC=CC=1.[ClH:64]>>[ClH:64].[CH2:16]([N:15]1[C:11]([CH2:10][CH2:9][NH2:8])=[N:12][C:13]([C:23]2[CH:28]=[CH:27][CH:26]=[CH:25][CH:24]=2)=[N:14]1)[C:17]1[CH:18]=[CH:19][CH:20]=[CH:21][CH:22]=1 |f:3.4|. Reported procedure: A solution of 5-[2-bis(tert-butoxycarbonyl)aminoethyl]-1-benzyl-3-phenyl-[1,2,4]triazole (103 mg, 215 μmol) and tert-butyl 2-(1-benzyl-3-phenyl-1H-1,2,4-triazol-5-yl)ethylcarbamate (38.5 mg, 102 μmol) in HCl (4M in Dioxane, 3 mL, 12.0 mmol) was stirred at RT for 1 h. The reaction mixture was concentrated in vacuo and the resulting solid was poured on diethyl ether (2.5 mL), filtrated off and washed with little diethyl ether. The obtained white crystals were dried (74 mg, 74%) and used without fu... Reactants: COC=1C(=CC=CC1)N (o-anisidine), C(CC)(=O)CC(=O)OCC (ethyl propionylacetate), C(C)(=O)O (acetic acid). Reported procedure: A mixture of o-anisidine (15.11 g), ethyl propionylacetate (17.69 g) and acetic acid (0.5 ml) in benzene (30 ml) was refluxed removing water for 24 hours. The solvent was removed in vacuo, and the residue was dissolved in toluene (30 ml). The reaction mixture was refluxed for an additional 8 hours. The solvent was removed in vacuo. The residue was purified by column chromatography (hexane-ethyl acetate) to give ethyl 3-(2-methoxyanilino)-2-pentenoate (15.11 g) as an oil. Yield: 49.4%. As a reaction SMILES: [CH3:1][O:2][C:3]1[C:4]([NH2:9])=[CH:5][CH:6]=[CH:7][CH:8]=1.[C:10]([CH2:14][C:15]([O:17][CH2:18][CH3:19])=[O:16])(=O)[CH2:11][CH3:12].C(O)(=O)C>C1C=CC=CC=1>[CH3:1][O:2][C:3]1[CH:8]=[CH:7][CH:6]=[CH:5][C:4]=1[NH:9][C:10]([CH2:11][CH3:12])=[CH:14][C:15]([O:17][CH2:18][CH3:19])=[O:16]. Run in C1=CC=CC=C1 (benzene). Yields the product COC1=C(NC(=CC(=O)OCC)CC)C=CC=C1 (ethyl 3-(2-methoxyanilino)-2-pentenoate). As a reaction SMILES: [C:25](=[O:26])([O-:27])[O-:28].[CH2:1]([CH3:2])[O:3][c:4]1[cH:5][cH:6][c:7]([N+:17](=[O:18])[O-:19])[c:8]([O:10][c:11]2[n:12][nH:13][c:14]([CH3:16])[cH:15]2)[cH:9]1.[CH2:20]([CH3:21])[N:22]=[C:23]=[O:24].[CH3:31][CH2:32][O:33][C:34](=[O:35])[CH3:36].[K+:29].[K+:30]>>[CH2:1]([CH3:2])[O:3][c:4]1[cH:5][cH:6][c:7]([N+:17](=[O:18])[O-:19])[c:8]([O:10][c:11]2[n:12][n:13]([C:23]([NH:22][CH2:20][CH3:21])=[O:24])[c:14]([CH3:16])[cH:15]2)[cH:9]1. Reactants: O=C([O-])[O-], CCOc1ccc([N+](=O)[O-])c(Oc2cc(C)[nH]n2)c1, CCN=C=O, CCOC(C)=O, [K+], [K+]. Yields the product CCNC(=O)n1nc(Oc2cc(OCC)ccc2[N+](=O)[O-])cc1C. Conditions: time 2 hour. Solvent: C1(=CC=CC=C1)C (toluene), C1(=CC=CC=C1)C (toluene), C1(=CC=CC=C1)C (toluene). Reactants: OC1=C(C=CC=C1)CCC1=CC=CC=C1 (2-hydroxybibenzyl), ClCCN(C)C (2-chloro-N,N-dimethylethylamine), O (water), [H-].[Li+] (lithium hydride). Isolated yield 95.1%. Yields the product Cl.CN(CCOC1=C(C=CC=C1)CCC1=CC=CC=C1)C (2-(2-dimethylaminoethoxy)bibenzyl hydrochloride). Reaction SMILES: [H-].[Li+].[OH:3][C:4]1[CH:9]=[CH:8][CH:7]=[CH:6][C:5]=1[CH2:10][CH2:11][C:12]1[CH:17]=[CH:16][CH:15]=[CH:14][CH:13]=1.[Cl:18][CH2:19][CH2:20][N:21]([CH3:23])[CH3:22].O>C1(C)C=CC=CC=1>[ClH:18].[CH3:22][N:21]([CH3:23])[CH2:20][CH2:19][O:3][C:4]1[CH:9]=[CH:8][CH:7]=[CH:6][C:5]=1[CH2:10][CH2:11][C:12]1[CH:13]=[CH:14][CH:15]=[CH:16][CH:17]=1 |f:0.1,6.7|. Procedure details: To a suspension of 1.0 g of lithium hydride in 30 ml of toluene was added dropwise a solution of 3.96 g of 2-hydroxybibenzyl in 30 ml of toluene at room temperature over 5 minutes. The mixture was heated under reflux for 30 minutes, a solution of 6.45 g of 2-chloro-N,N-dimethylethylamine in 20 ml of toluene added dropwise under reflux over 5 minutes and then reflux was continued for an additional 2 hours. The reaction mixture was cooled to room temperature, and to this was added 50 ml of water. ... Reactants: C(C)(C)(C)[Li] (t-butyl lithium), BrC1=CC=C(C=C1)C (4-bromotoluene), CC1(C=2C=CC(=CC2C(=CC1)OS(=O)(=O)C(F)(F)F)N=NC1=CC=C(C(=O)OCC)C=C1)C (ethyl 4-[(5,6-dihydro-5,5-dimethyl-8-(trifluoromethylsulfonyl)oxy-2-naphthalenyl)azo]-benzoate). Reagents/catalysts: C=1C=CC(=CC1)[P](C=2C=CC=CC2)(C=3C=CC=CC3)[Pd]([P](C=4C=CC=CC4)(C=5C=CC=CC5)C=6C=CC=CC6)([P](C=7C=CC=CC7)(C=8C=CC=CC8)C=9C=CC=CC9)[P](C=1C=CC=CC1)(C=1C=CC=CC1)C=1C=CC=CC1 (tetrakis(triphenylphosphine)palladium(0)), [Cl-].[Zn+2].[Cl-] (zinc chloride). Solvent: C1CCOC1 (THF), C1CCOC1 (THF), [NH4+].[Cl-] (NH4Cl), C1CCOC1 (THF). Conditions: time 30 minute. The product is [Li]C1=CC=C(C=C1)C (4-lithiotoluene), CC1(C=2C=CC(=CC2C(=CC1)C1=CC=C(C=C1)C)N=NC1=CC=C(C(=O)OCC)C=C1)C (Ethyl 4-[(5,6-dihydro-5,5-dimethyl-8-(4-methylphenyl)-2-naphthalenyl)azo]-benzoate), EtOAc-hexanes. Isolated yield 25.0%. As a reaction SMILES: [C:1]([Li:5])([CH3:4])([CH3:3])[CH3:2].Br[C:7]1[CH:12]=[CH:11][C:10]([CH3:13])=[CH:9][CH:8]=1.[CH3:14][C:15]1(C)CC=C(OS(C(F)(F)F)(=O)=O)[C:21]2[CH:20]=[C:19]([N:33]=[N:34][C:35]3[CH:45]=[CH:44][C:38]([C:39]([O:41][CH2:42][CH3:43])=[O:40])=[CH:37][CH:36]=3)[CH:18]=[CH:17][C:16]1=2>C1COCC1.[NH4+].[Cl-].[Cl-].[Zn+2].[Cl-].C1C=CC([P]([Pd]([P](C2C=CC=CC=2)(C2C=CC=CC=2)C2C=CC=CC=2)([P](C2C=CC=CC=2)(C2C=CC=CC=2)C2C=CC=CC=2)[P](C2C=CC=CC=2)(C2C=CC=CC=2)C2C=CC=CC=2)(C2C=CC=CC=2)C2C=CC=CC=2)=CC=1>[Li:5][C:7]1[CH:12]=[CH:11][C:10]([CH3:13])=[CH:9][CH:8]=1.[CH3:2][C:1]1([CH3:4])[CH2:14][CH:15]=[C:16]([C:7]2[CH:12]=[CH:11][C:10]([CH3:13])=[CH:9][CH:8]=2)[C:17]2[CH:18]=[C:19]([N:33]=[N:34][C:35]3[CH:36]=[CH:37][C:38]([C:39]([O:41][CH2:42][CH3:43])=[O:40])=[CH:44][CH:45]=3)[CH:20]=[CH:21][C:3]1=2 |f:4.5,6.7.8,^1:60,62,81,100|. Procedure details: A solution of 4-lithiotoluene was prepared by the addition of 62.9 mg (0.58 ml 0.98 mmol) of t-butyl lithium (1.7 M solution in pentane) to a cold solution (−78° C.) of 84.0 mg (0.491 mmol) of 4-bromotoluene in 1.0 ml of THF. After stirring for 30 minutes a solution of 107.0 mg (0.785 mmol) of zinc chloride in 2.0 ml of THF was added. The resulting solution was warmed to room temperature, stirred for 30 minutes, and added via cannula to a solution of 94.7 mg (0.196 mmol) of ethyl 4-[(5,6-dihydro... Yields the product Fc1ccc(COc2cc(F)cc(F)c2)cc1. Starting materials: O=C([O-])[O-], CC(C)=O, Fc1ccc(CBr)cc1, Oc1cc(F)cc(F)c1, [K+], [K+]. RXN SMILES: [C:19](=[O:20])([O-:21])[O-:22].[CH3:25][C:26](=[O:27])[CH3:28].[F:10][c:11]1[cH:12][cH:13][c:14]([CH2:15][Br:16])[cH:17][cH:18]1.[F:1][c:2]1[cH:3][c:4]([OH:9])[cH:5][c:6]([F:8])[cH:7]1.[K+:23].[K+:24]>>[F:1][c:2]1[cH:3][c:4]([O:9][CH2:15][c:14]2[cH:13][cH:12][c:11]([F:10])[cH:18][cH:17]2)[cH:5][c:6]([F:8])[cH:7]1.